Dataset: the Open Reaction Database (ORD), a public repository of structured organic reaction records. Task: describe an organic reaction: reactants, conditions, products, and yield Starting materials: C(C=C)N([C@H](C)C1=CC=C(C=C1)C(C)(C)O)CC=C ((R)-2-[4-(1-diallylamino-ethyl)-phenyl]-propan-2-ol), [NH4+].[OH-] (NH4OH). The reagents and catalysts are C=1C=CC(=CC1)[P](C=2C=CC=CC2)(C=3C=CC=CC3)[Pd]([P](C=4C=CC=CC4)(C=5C=CC=CC5)C=6C=CC=CC6)([P](C=7C=CC=CC7)(C=8C=CC=CC8)C=9C=CC=CC9)[P](C=1C=CC=CC1)(C=1C=CC=CC1)C=1C=CC=CC1 (Pd(PPh3)4). The solvent is C(Cl)Cl (CH2Cl2). Product: N[C@H](C)C1=CC=C(C=C1)C(C)(C)O ((R)-2-[4-(1-Amino-ethyl)-phenyl]-propan-2-ol). The yield is 93.0%. As a reaction SMILES: C([N:4](CC=C)[C@@H:5]([C:7]1[CH:12]=[CH:11][C:10]([C:13]([OH:16])([CH3:15])[CH3:14])=[CH:9][CH:8]=1)[CH3:6])C=C.[NH4+].[OH-]>C(Cl)Cl.C1C=CC([P]([Pd]([P](C2C=CC=CC=2)(C2C=CC=CC=2)C2C=CC=CC=2)([P](C2C=CC=CC=2)(C2C=CC=CC=2)C2C=CC=CC=2)[P](C2C=CC=CC=2)(C2C=CC=CC=2)C2C=CC=CC=2)(C2C=CC=CC=2)C2C=CC=CC=2)=CC=1>[NH2:4][C@@H:5]([C:7]1[CH:12]=[CH:11][C:10]([C:13]([OH:16])([CH3:15])[CH3:14])=[CH:9][CH:8]=1)[CH3:6] |f:1.2,^1:28,30,49,68|. Procedure details: A mixture of 0.63 g (0.54 mmol) Pd(PPh3)4 and 25.3 g (162 mmol) NDMBA was combined and placed under N2. Thereafter, a solution of 7.0 g (27 mmol) (R)-2-[4-(1-diallylamino-ethyl)-phenyl]-propan-2-ol in 140 ml CH2Cl2 was added. The resulting mixture was then refluxed under N2 for 2 hours. The crude reaction mixture was then loaded onto coarse silica gel. Chromatography on silica gel using 7.5% MeOH/CH2Cl2 followed by 2% NH4OH/ 10% MeOH/CH2Cl2 yielded 4.5 g (93%) of the desired product. The reactants are NC12CC3CC(CC(C3)C1)C2, Cl, [Na+], [OH-], O=[N+]([O-])O, O=S(=O)(O)O. The product is NC12CC3CC(C1)CC(O)(C3)C2. RXN SMILES: [C:6]12([NH2:16])[CH2:7][CH:8]3[CH2:9][CH:10]([CH2:11][CH:12]([CH2:13]1)[CH2:14]3)[CH2:15]2.[ClH:5].[Na+:18].[OH-:17].[OH:1][N+:2](=[O:3])[O-:4].[S:19](=[O:20])(=[O:21])([OH:22])[OH:23]>>[C:6]12([NH2:16])[CH2:7][C:8]3([OH:17])[CH2:9][CH:10]([CH2:11][CH:12]([CH2:13]1)[CH2:14]3)[CH2:15]2. Reactants: ClC1=CC=C(CS)C=C1 (4-chlorobenzylmercaptan), CO (methanol), ClC(=CC(=O)N1CCOCC1)C1=CC(=C(C=C1)OC)OC (3-chloro-3-(3,4-dimethoxyphenyl)-1-morpholin-4-ylprop-2-en-1-one). The solvent is C[O-].[Na+] (sodium methylate), CN(C=O)C (dimethylformamide). Conditions: temperature 50 celsius, time 1 hour. Yields the product ClC1=CC=C(CSC(=CC(=O)N2CCOCC2)C2=CC(=C(C=C2)OC)OC)C=C1 (3-(4-Chlorobenzylsulfanyl)-3-(3,4-dimethoxyphenyl)-1-morpholin-4-ylprop-2-en-1-one). Reaction SMILES: [Cl:1][C:2]1[CH:9]=[CH:8][C:5]([CH2:6][SH:7])=[CH:4][CH:3]=1.CO.Cl[C:13]([C:23]1[CH:28]=[CH:27][C:26]([O:29][CH3:30])=[C:25]([O:31][CH3:32])[CH:24]=1)=[CH:14][C:15]([N:17]1[CH2:22][CH2:21][O:20][CH2:19][CH2:18]1)=[O:16]>C[O-].[Na+].CN(C)C=O>[Cl:1][C:2]1[CH:9]=[CH:8][C:5]([CH2:6][S:7][C:13]([C:23]2[CH:28]=[CH:27][C:26]([O:29][CH3:30])=[C:25]([O:31][CH3:32])[CH:24]=2)=[CH:14][C:15]([N:17]2[CH2:22][CH2:21][O:20][CH2:19][CH2:18]2)=[O:16])=[CH:4][CH:3]=1 |f:3.4|. Procedure details: 3.17 g (20 mmol) of 4-chlorobenzylmercaptan are dissolved in 20 ml of methanol containing 3.60 g (20 mmol) of sodium methylate (30%), warmed to 50° C. and then evaporated. A solution of 4.68 g (15 mmol) of 3-chloro-3-(3,4-dimethoxyphenyl)-1-morpholin-4-ylprop-2-en-1-one in 20 ml of dimethylformamide is added. At the end of the exothermic reaction the solution is stirred at 100° C. for 1 hour and the solvent is evaporated. The residue is shaken with toluene/water, the organic phase is washed with... RXN SMILES: [CH3:1][C@H:2]([C:11]([O:13][C:14]1[CH:19]=[CH:18][C:17]([OH:20])=[CH:16][CH:15]=1)=[O:12])[CH2:3][CH2:4][CH2:5][CH2:6][CH2:7][CH2:8][CH2:9][CH3:10].[CH2:21]([O:28][C:29]1[CH:37]=[CH:36][C:32]([C:33](O)=[O:34])=[CH:31][CH:30]=1)[C:22]1[CH:27]=[CH:26][CH:25]=[CH:24][CH:23]=1.C1CCC(N=C=NC2CCCCC2)CC1>ClCCl>[CH3:1][C@H:2]([C:11]([O:13][C:14]1[CH:19]=[CH:18][C:17]([O:20][C:33]([C:32]2[CH:36]=[CH:37][C:29]([O:28][CH2:21][C:22]3[CH:27]=[CH:26][CH:25]=[CH:24][CH:23]=3)=[CH:30][CH:31]=2)=[O:34])=[CH:16][CH:15]=1)=[O:12])[CH2:3][CH2:4][CH2:5][CH2:6][CH2:7][CH2:8][CH2:9][CH3:10]. Yield: 68.6%. Procedure: {circle around (3)}: A mixture comprising 1.66 g of (S)-4-(1′-methylnonylcarbonyloxy)phenol, 1.37 g of 4-benzyloxybenzoic acid, 1.24 g of DCC and 10 g of dichloromethane was stirred at room temperature for 30 minutes. Then, a catalytic amount of 4-N,N-dimethylaminopyridine was added to the mixture, and the mixture was further stirred at room temperature for 12 hours. After finishing the reaction, insoluble substances were filtered off, followed by distilling off dichloromethane from the filtrate... Product: C[C@@H](CCCCCCCC)C(=O)OC1=CC=C(C=C1)OC(=O)C1=CC=C(C=C1)OCC1=CC=CC=C1 ((S)-4-[4′-(1″-methylnonylcarbonyloxy)phenyloxycarbonyl]-1-benzyloxybenzene). The solvent is ClCCl (dichloromethane). Conditions: time 30 minute. Starting materials: ( 3 ), C1CCC(CC1)N=C=NC2CCCCC2 (DCC), 4-N,N-dimethylaminopyridine, C[C@@H](CCCCCCCC)C(=O)OC1=CC=C(C=C1)O ((S)-4-(1′-methylnonylcarbonyloxy)phenol), C(C1=CC=CC=C1)OC1=CC=C(C(=O)O)C=C1 (4-benzyloxybenzoic acid). Reactants: CC(C)=O, O, OO, FC(F)(F)P(c1ccccc1)c1ccccc1. Product: O=P(c1ccccc1)(c1ccccc1)C(F)(F)F. As a reaction SMILES: [CH3:21][C:22](=[O:23])[CH3:24].[OH2:20].[OH:18][OH:19].[c:1]1([P:7]([C:8]([F:9])([F:10])[F:11])[c:12]2[cH:13][cH:14][cH:15][cH:16][cH:17]2)[cH:2][cH:3][cH:4][cH:5][cH:6]1>>[c:1]1([P:7]([C:8]([F:9])([F:10])[F:11])([c:12]2[cH:13][cH:14][cH:15][cH:16][cH:17]2)=[O:18])[cH:2][cH:3][cH:4][cH:5][cH:6]1. The reactants are O1[C@H](COC2=C1C=CC=C2)C(=O)N2C[C@@H](CCC2)C2=CC(=CC=C2)F ((R)-2,3-Dihydrobenzo[1,4]dioxin-2-yl-[(S*)-3-(3-fluorophenyl)piperidin-1-yl]methanone). Solvent: C1CCOC1 (THF). The product is O1[C@H](COC2=C1C=CC=C2)CN2C[C@@H](CCC2)C2=CC(=CC=C2)F ((S*)-1-[(S)-1-(2,3-Dihydrobenzo[1,4]dioxin-2-yl)methyl]-3-(3-fluorophenyl)piperidine). Yield: 60.0%. As a reaction SMILES: [O:1]1[C:6]2[CH:7]=[CH:8][CH:9]=[CH:10][C:5]=2[O:4][CH2:3][C@@H:2]1[C:11]([N:13]1[CH2:18][CH2:17][CH2:16][C@@H:15]([C:19]2[CH:24]=[CH:23][CH:22]=[C:21]([F:25])[CH:20]=2)[CH2:14]1)=O>C1COCC1>[O:1]1[C:6]2[CH:7]=[CH:8][CH:9]=[CH:10][C:5]=2[O:4][CH2:3][C@@H:2]1[CH2:11][N:13]1[CH2:18][CH2:17][CH2:16][C@@H:15]([C:19]2[CH:24]=[CH:23][CH:22]=[C:21]([F:25])[CH:20]=2)[CH2:14]1. Procedure: (R)-2,3-Dihydrobenzo[1,4]dioxin-2-yl-[(S*)-3-(3-fluorophenyl)piperidin-1-yl]methanone (19 mg, 0.056 mmol) was treated with BH3 THF according to the above general procedure. Flash chromatography gave 11 mg of the title compound. Reactants: C(C)(C)(C)OC(=O)N[C@H](C(=O)OCC)CC1=CC=C(C=C1)NC(C1=C(C=NC=C1Cl)Cl)=O (Ethyl (2S)-2-[(tert-butoxycarbonyl)amino]-3-{4-[(3,5-dichloroisonicotinoyl)amino]phenyl}propanoate), Cl (HCl). Solvent: CCOC(=O)C (EtOAc), O1CCOCC1 (1,4-dioxan), CCOC(=O)C (EtOAc). Reaction conditions: time 4 hour. Yields the product Cl.N[C@H](C(=O)OCC)CC1=CC=C(C=C1)NC(C1=C(C=NC=C1Cl)Cl)=O (Ethyl (2S)-2-amino-3-{4-[(3,5-dichloroisonicotinoyl)amino]phenyl}propanoate Hydrochloride). Isolated yield 194.0%. RXN SMILES: C(OC([NH:8][C@@H:9]([CH2:15][C:16]1[CH:21]=[CH:20][C:19]([NH:22][C:23](=[O:32])[C:24]2[C:29]([Cl:30])=[CH:28][N:27]=[CH:26][C:25]=2[Cl:31])=[CH:18][CH:17]=1)[C:10]([O:12][CH2:13][CH3:14])=[O:11])=O)(C)(C)C.Cl>CCOC(C)=O.O1CCOCC1>[ClH:30].[NH2:8][C@@H:9]([CH2:15][C:16]1[CH:17]=[CH:18][C:19]([NH:22][C:23](=[O:32])[C:24]2[C:29]([Cl:30])=[CH:28][N:27]=[CH:26][C:25]=2[Cl:31])=[CH:20][CH:21]=1)[C:10]([O:12][CH2:13][CH3:14])=[O:11] |f:4.5|. Procedure: A solution of the compound of Intermediate 2 (70 g, 0.146 mol) in EtOAc (500 ml) and 1,4-dioxan (50 ml) was treated with a solution of HCl in EtOAc (500 ml, 3M), and stirred at room temperature for 4 h. The reaction was concentrated in vacuo to give a yellow solid which was triturated with Et2O then recrystallised (EtOAc/hexane) to give the title compound (59.3 g, 92%). δH (DMSO d6), 11.10 (1H, s), 8.70 (2H, s), 7.55 (2H, d, J 8.4 Hz), 7.25 (2H, d, J 8.4 Hz), 4.10 (3H, m), 3.10 (2H, m), 1.10 (3H...